Task: describe an organic reaction: reactants, conditions, products, and yield. Dataset: the Open Reaction Database (ORD), a public repository of structured organic reaction records The product is C1[C@H]([C@@H]([C@H]([C@@H]([C@H]1N)O[C@@H]2[C@@H]([C@H]([C@@H]([C@H](O2)CN)O)O)O)O)O[C@@H]3[C@@H]([C@H]([C@@H]([C@H](O3)CO)O)N)O)N (kanamycin). RXN SMILES: [CH2:1]1[C@H:6]([NH2:7])[C@@H:5]([O:8][C@H:9]2[O:14][C@H:13]([CH2:15][NH2:16])[C@@H:12]([OH:17])[C@H:11]([OH:18])[C@H:10]2[OH:19])[C@H:4]([OH:20])[C@@H:3]([O:21][C@H:22]2[O:27][C@H:26]([CH2:28][OH:29])[C@@H:25]([OH:30])[C@H:24]([NH2:31])[C@H:23]2[OH:32])[C@@H:2]1[NH2:33].OS(O)(=O)=O.C>O=C[C@@H]([C@H]([C@@H]([C@@H](CO)O)O)O)O>[CH2:1]1[C@H:6]([NH2:7])[C@@H:5]([O:8][C@H:9]2[O:14][C@H:13]([CH2:15][NH2:16])[C@@H:12]([OH:17])[C@H:11]([OH:18])[C@H:10]2[OH:19])[C@H:4]([OH:20])[C@@H:3]([O:21][C@H:22]2[O:27][C@H:26]([CH2:28][OH:29])[C@@H:25]([OH:30])[C@H:24]([NH2:31])[C@H:23]2[OH:32])[C@@H:2]1[NH2:33] |f:0.1|. Reactants: C1[C@H]([C@@H]([C@H]([C@@H]([C@H]1N)O[C@@H]2[C@@H]([C@H]([C@@H]([C@H](O2)CN)O)O)O)O)O[C@@H]3[C@@H]([C@H]([C@@H]([C@H](O3)CO)O)N)O)N.OS(=O)(=O)O (kanamycin sulfate), C (charcoal). Conditions: temperature 120 celsius. The solvent is O=C[C@H](O)[C@@H](O)[C@H](O)[C@H](O)CO (glucose). Reported procedure: Simulated kanamycin culture liquid is prepared by adding 80 mg of kanamycin sulfate to 160 ml of glucose-bouillon medium which is sterilized by heating at 120° C for 15 minutes. This liquid is then passed through a column (diameter: 1.5 cm), wherein 2.7 g of the molecular sieving particle containing activated charcoal obtained in Example 1 (sample (a)) is packed, at a flow rate of 0.5 ml/minute. The column is then subjected to washing with water and further to elution with 0.1N HCl-methanol (1:1... Reactants: CN1C(OC2=C1C=CC(=C2)C(C(CBr)C)=O)=O (3-methyl-6-(3-bromo-2-methylpropionyl)benzoxazolinone), FC(C(=O)O)(F)F (trifluoroacetic acid), C(C)[SiH](CC)CC (triethylsilane). Run at time 24 hour. The product is CN1C(OC2=C1C=CC(=C2)CC(CBr)C)=O (3-Methyl-6-(3-bromo-2-methylpropyl)benzoxazolinone). RXN SMILES: [CH3:1][N:2]1[C:6]2[CH:7]=[CH:8][C:9]([C:11](=O)[CH:12]([CH3:15])[CH2:13][Br:14])=[CH:10][C:5]=2[O:4][C:3]1=[O:17].FC(F)(F)C(O)=O.C([SiH](CC)CC)C>>[CH3:1][N:2]1[C:6]2[CH:7]=[CH:8][C:9]([CH2:11][CH:12]([CH3:15])[CH2:13][Br:14])=[CH:10][C:5]=2[O:4][C:3]1=[O:17]. Procedure details: 0.03 mole of 3-methyl-6-(3-bromo-2-methylpropionyl)benzoxazolinone is dissolved in 0.3 mole of trifluoroacetic acid in a 150-cm3 flask. 0.066 mole of triethylsilane is added dropwise and with cooling. Stirring is continued for 24 hours at room temperature. The reaction mixture is poured into 5 volumes of ice-cold water. The precipitate obtained is drained, washed with water until the washing liquors are neutral, dried and recrystallized in cyclohexane. As a reaction SMILES: Cl.[NH:2]1[CH2:7][CH2:6][CH:5]([C:8]([C:10]2[CH:19]=[CH:18][C:17]3[C:12](=[CH:13][CH:14]=[C:15]([Cl:20])[CH:16]=3)[CH:11]=2)=[O:9])[CH2:4][CH2:3]1.Cl[CH2:22][CH2:23][CH2:24][C:25]([C:27]1[CH:32]=[CH:31][C:30]([F:33])=[CH:29][CH:28]=1)=[O:26].C(=O)(O)[O-].[K+].[I-].[K+]>C1(C)C=CC=CC=1>[Cl:20][C:15]1[CH:16]=[C:17]2[C:12](=[CH:13][CH:14]=1)[CH:11]=[C:10]([C:8]([CH:5]1[CH2:6][CH2:7][N:2]([CH2:22][CH2:23][CH2:24][C:25]([C:27]3[CH:28]=[CH:29][C:30]([F:33])=[CH:31][CH:32]=3)=[O:26])[CH2:3][CH2:4]1)=[O:9])[CH:19]=[CH:18]2 |f:0.1,3.4,5.6|. Reactants: Cl.N1CCC(CC1)C(=O)C1=CC2=CC=C(C=C2C=C1)Cl (6-chloro-2-naphthyl 4-piperidyl ketone hydrochloride), ClCCCC(=O)C1=CC=C(C=C1)F (4-chloro-1-(4-fluorophenyl)-1-butanone), C([O-])(O)=O.[K+] (potassium bicarbonate), [I-].[K+] (potassium iodide). Reported procedure: A solution of 3.43 g (12.5 mmoles) of 6-chloro-2-naphthyl 4-piperidyl ketone hydrochloride, 2.63 g (13.1 mmoles) of 4-chloro-1-(4-fluorophenyl)-1-butanone, 2.6 g (26 mmoles) of potassium bicarbonate and a pinch of potassium iodide in 60 ml of toluene is heated at reflux for 80 hours. The mixture is partitioned between toluene and water and the organic phase washed with brine, dried over magnesium sulfate, and concentrated in vacuo to yield 4-[4-(6-chloro-2-naphthoyl)-1-piperidyl]-1-(4-fluorophen... The product is ClC=1C=C2C=CC(=CC2=CC1)C(=O)C1CCN(CC1)CCCC(=O)C1=CC=C(C=C1)F (4-[4-(6-chloro-2-naphthoyl)-1-piperidyl]-1-(4-fluorophenyl)-1-butanone). The solvent is C1(=CC=CC=C1)C (toluene). Procedure: A 500 mL flask fitted with a stir-bar, addition funnel, and Ar inlet was charged with 2-(phenoxymethyl)-1H-benzimidazole (61) (10.0 g, 44.6 mmol) and K2CO3 (12.3 g, 89.2 mmol). DMF (120 mL) was added followed by 1-bromo-2-methylpropane (9.17 g, 66.9 mmol). The suspension was heated in a 90° C. bath for 18 hr. Another 900 mg of 1-bromo-2-methylpropane were then added, and the mixture stirred another 3 hr until the starting material was down to 2% as measured by HPLC. The mixture was cooled to rt,... Run at temperature 90 celsius, time 3 hour. Isolated yield 81.6%. Reactants: BrCC(C)C (1-bromo-2-methylpropane), O(C1=CC=CC=C1)CC1=NC2=C(N1)C=CC=C2 (2-(Phenoxymethyl)-1H-benzimidazole), C(=O)([O-])[O-].[K+].[K+] (K2CO3), BrCC(C)C (1-bromo-2-methylpropane). Reaction SMILES: [O:1]([CH2:8][C:9]1[NH:13][C:12]2[CH:14]=[CH:15][CH:16]=[CH:17][C:11]=2[N:10]=1)[C:2]1[CH:7]=[CH:6][CH:5]=[CH:4][CH:3]=1.C([O-])([O-])=O.[K+].[K+].Br[CH2:25][CH:26]([CH3:28])[CH3:27]>CN(C=O)C>[CH2:25]([N:13]1[C:12]2[CH:14]=[CH:15][CH:16]=[CH:17][C:11]=2[N:10]=[C:9]1[CH2:8][O:1][C:2]1[CH:7]=[CH:6][CH:5]=[CH:4][CH:3]=1)[CH:26]([CH3:28])[CH3:27] |f:1.2.3|. Solvent: CN(C)C=O (DMF). Product: C(C(C)C)N1C(=NC2=C1C=CC=C2)COC2=CC=CC=C2 (1-Isobutyl-2-(phenoxymethyl)-1H-benzimidazole).